Dataset: the Open Reaction Database (ORD), a public repository of structured organic reaction records. Task: describe an organic reaction: reactants, conditions, products, and yield Reactants: C(#N)C1=CC=C(C=C1)C(COC)N(CC(=O)OC(C)(C)C)C (tert-butyl 2-((1-(4-cyanophenyl)-2-methoxyethyl)(methyl)amino)acetate), NO (hydroxylamine). The solvent is C(C)O (ethanol). The product is ON=C(N)C1=CC=C(C=C1)C(COC)N(CC(=O)OC(C)(C)C)C (tert-butyl 2-((1-(4-(N′-hydroxycarbamimidoyl)phenyl)-2-methoxyethyl)(methyl)amino)acetate). The yield is 92.9%. As a reaction SMILES: [C:1]([C:3]1[CH:8]=[CH:7][C:6]([CH:9]([N:13]([CH3:22])[CH2:14][C:15]([O:17][C:18]([CH3:21])([CH3:20])[CH3:19])=[O:16])[CH2:10][O:11][CH3:12])=[CH:5][CH:4]=1)#[N:2].[NH2:23][OH:24]>C(O)C>[OH:24][N:23]=[C:1]([C:3]1[CH:8]=[CH:7][C:6]([CH:9]([N:13]([CH3:22])[CH2:14][C:15]([O:17][C:18]([CH3:20])([CH3:19])[CH3:21])=[O:16])[CH2:10][O:11][CH3:12])=[CH:5][CH:4]=1)[NH2:2]. Reported procedure: A solution of tert-butyl 2-((1-(4-cyanophenyl)-2-methoxyethyl)(methyl)amino)acetate (0.136 g; 0.45 mmol) and 50% aqueous hydroxylamine (0.137 mL; 2.24 mmol) in ethanol (2 mL) was heated at 80° C. for 18 hours. The solvent was evaporated in vacuo. The residue was partitioned between DCM and water. The organic phase was poured through a hydrophobic frit and evaporated in vacuo to afford the title compound (0.141 g, 93%). 1H NMR (CDCl3, 400 MHz) δ 7.78 (d, J=8.4 Hz, 2H), 7.59-7.57 (m, 2H), 6.70 (br... Reactants: Example 1 ( 2 ), C(#N)C1=CC=C2C=C(NC2=C1)C(=O)O (6-cyano-2-indolecarboxylic acid), N[C@@H]1CC[C@H](CC1)OCC(=O)OC(C)(C)C (t-butyl trans-(4-aminocyclohexyloxy)acetate). The product is C(#N)C1=CC=C2C=C(NC2=C1)C(=O)N[C@@H]1CC[C@H](CC1)OCC(=O)OC(C)(C)C (t-butyl trans-[4-[(6-cyano-2-indolyl)carbonylamino]cyclohexyloxy]acetate). Yield: 89.3%. Reaction SMILES: [C:1]([C:3]1[CH:11]=[C:10]2[C:6]([CH:7]=[C:8]([C:12]([OH:14])=O)[NH:9]2)=[CH:5][CH:4]=1)#[N:2].[NH2:15][C@H:16]1[CH2:21][CH2:20][C@H:19]([O:22][CH2:23][C:24]([O:26][C:27]([CH3:30])([CH3:29])[CH3:28])=[O:25])[CH2:18][CH2:17]1>>[C:1]([C:3]1[CH:11]=[C:10]2[C:6]([CH:7]=[C:8]([C:12]([NH:15][C@H:16]3[CH2:21][CH2:20][C@H:19]([O:22][CH2:23][C:24]([O:26][C:27]([CH3:30])([CH3:29])[CH3:28])=[O:25])[CH2:18][CH2:17]3)=[O:14])[NH:9]2)=[CH:5][CH:4]=1)#[N:2]. Procedure: In the same manner as in Example 1 (2), 6-cyano-2-indolecarboxylic acid (244 mg, 1.31 mmol) and t-butyl trans-(4-aminocyclohexyloxy)acetate (300 mg, 1.31 mmol) were condensed. The reaction mixture was purified by silica gel column chromatography (chloroform/methanol=50/1-1/1) to give 465 mg of t-butyl trans-[4-[(6-cyano-2-indolyl)carbonylamino]cyclohexyloxy]acetate as a brown solid (89%).